This data is from the Open Reaction Database (ORD), a public repository of structured organic reaction records. The task is: describe an organic reaction: reactants, conditions, products, and yield Reactants: Cl (hydrogen chloride), BrC=1C=C2C(=NC1)C=NN2C(C)=O (1-(6-bromo-1H-pyrazolo[4,3-b]pyridin-1-yl)ethanone), [OH-].[Na+] (sodium hydroxide). Solvent: O1CCCC1 (tetrahydrofuran), CO (methanol), O (water). Conditions: time 5 hour. Yields the product BrC=1C=C2C(=NC1)C=NN2 (6-bromo-1H-pyrazolo[4,3-b]pyridine). Isolated yield 85.6%. As a reaction SMILES: [Br:1][C:2]1[CH:3]=[C:4]2[N:10](C(=O)C)[N:9]=[CH:8][C:5]2=[N:6][CH:7]=1.[OH-].[Na+].Cl>O1CCCC1.CO.O>[Br:1][C:2]1[CH:3]=[C:4]2[NH:10][N:9]=[CH:8][C:5]2=[N:6][CH:7]=1 |f:1.2|. Procedure details: To a solution of 1-(6-bromo-1H-pyrazolo[4,3-b]pyridin-1-yl)ethanone (1.4 g, 5.9 mmol) in tetrahydrofuran (20 mL) and methanol (15 mL) was added a solution of sodium hydroxide (0.71 g, 18 mmol) in water (5 mL) at 27° C. After 5 h, the reaction was neutralized with hydrogen chloride acid (2 mol/L, 10 mL), and the resulting mixture was extracted with ethyl acetate (3×50 mL). The collected organic extracts were concentrated in vacuo. Purification by flash column chromatography (15→30% ethyl acetate ... Starting materials: CC1(CC=C(C1)C1=C(C(=NO1)C(=O)OCC)C)C (ethyl 5-(4,4-dimethylcyclopent-1-en-1-yl)-4-methylisoxazole-3-carboxylate), [OH-].[Na+] (NaOH), Cl (HCl). The solvent is O (water), C(C)O (ethanol). The product is CC1(CC=C(C1)C1=C(C(=NO1)C(=O)O)C)C (5-(4,4-Dimethylcyclopent-1-en-1-yl)-4-methylisoxazole-3-carboxylic acid). As a reaction SMILES: [CH3:1][C:2]1([CH3:18])[CH2:6][C:5]([C:7]2[O:11][N:10]=[C:9]([C:12]([O:14]CC)=[O:13])[C:8]=2[CH3:17])=[CH:4][CH2:3]1.[OH-].[Na+].Cl>C(O)C.O>[CH3:1][C:2]1([CH3:18])[CH2:6][C:5]([C:7]2[O:11][N:10]=[C:9]([C:12]([OH:14])=[O:13])[C:8]=2[CH3:17])=[CH:4][CH2:3]1 |f:1.2|. Procedure: To a stirred solution of ethyl 5-(4,4-dimethylcyclopent-1-en-1-yl)-4-methylisoxazole-3-carboxylate (243 mg, 0.975 mmol) in ethanol (5 mL), 2M NaOH (aq) (0.975 mL, 1.949 mmol) was added and the solution was stirred at room temperature. Upon completion the reaction mixture was diluted with water (30 mL) and acidified to pH 5-6 by the addition of 2M HCl (aq). The aqueous phase was extracted with EtOAc (2×20 mL) and the combined organic extracts were washed with brine (20 mL), dried over MgSO4 and f... Starting materials: COC1=C(C=O)C=C(C(=C1C)C)OC (2,5-dimethoxy-3,4-dimethylbenzaldehyde), C(C)(=O)[O-].[NH4+] (ammonium acetate), [N+](=O)([O-])CC (nitroethane). The solvent is C(C)(C)OC(C)C (diisopropyl ether). Yields the product COC1=C(C(=C(C(=C1)C=C(C)[N+](=O)[O-])OC)C)C (1,4-Dimethoxy-2,3-dimethyl-5-(2-nitro-1-propenyl)benzene). Isolated yield 67.0%. Reaction SMILES: [CH3:1][O:2][C:3]1[C:10]([CH3:11])=[C:9]([CH3:12])[C:8]([O:13][CH3:14])=[CH:7][C:4]=1[CH:5]=O.C([O-])(=O)C.[NH4+].[N+:20]([CH2:23][CH3:24])([O-:22])=[O:21]>C(OC(C)C)(C)C>[CH3:14][O:13][C:8]1[CH:7]=[C:4]([CH:5]=[C:23]([N+:20]([O-:22])=[O:21])[CH3:24])[C:3]([O:2][CH3:1])=[C:10]([CH3:11])[C:9]=1[CH3:12] |f:1.2|. Procedure details: A mixture of 2,5-dimethoxy-3,4-dimethylbenzaldehyde (38.9 g, 0.20 mol), ammonium acetate (10 g, 0.13 mol) and nitroethane (200 mL) was heated to reflux for 2 hours. The reaction mixture was diluted with diisopropyl ether, washed with water and saturated brine, dried over magnesium sulfate, filtered and concentrated under reduced pressure. The residue was recrystallized from hexane to obtain 33.6 g of the title compound. Reaction SMILES: [Br:21][CH2:22][C:23](=[O:24])[O:25][CH2:26][CH3:27].[OH:1][c:2]1[c:3]([C:8](=[O:9])[c:10]2[cH:11][n:12][n:13](-[c:15]3[cH:16][cH:17][cH:18][cH:19][cH:20]3)[cH:14]2)[cH:4][cH:5][cH:6][cH:7]1>>[O:1]([c:2]1[c:3]([C:8](=[O:9])[c:10]2[cH:11][n:12][n:13](-[c:15]3[cH:16][cH:17][cH:18][cH:19][cH:20]3)[cH:14]2)[cH:4][cH:5][cH:6][cH:7]1)[CH2:22][C:23](=[O:24])[O:25][CH2:26][CH3:27]. Product: CCOC(=O)COc1ccccc1C(=O)c1cnn(-c2ccccc2)c1. Reactants: CCOC(=O)CBr, O=C(c1cnn(-c2ccccc2)c1)c1ccccc1O. Reactants: FC(F)(F)c1ccc(CBr)o1, O=C([O-])[O-], CCCc1cc2c(C(F)(F)F)c(C#N)ccc2[nH]1, CC#N, [Cs+], [Cs+]. Product: CCCc1cc2c(C(F)(F)F)c(C#N)ccc2n1Cc1ccc(C(F)(F)F)o1. RXN SMILES: [Br:25][CH2:26][c:27]1[o:28][c:29]([C:32]([F:33])([F:34])[F:35])[cH:30][cH:31]1.[C:19](=[O:20])([O-:21])[O-:22].[CH2:1]([CH2:2][CH3:3])[c:4]1[nH:5][c:6]2[cH:7][cH:8][c:9]([C:17]#[N:18])[c:10]([C:13]([F:14])([F:15])[F:16])[c:11]2[cH:12]1.[CH3:36][C:37]#[N:38].[Cs+:23].[Cs+:24]>>[CH2:1]([CH2:2][CH3:3])[c:4]1[n:5]([CH2:26][c:27]2[o:28][c:29]([C:32]([F:33])([F:34])[F:35])[cH:30][cH:31]2)[c:6]2[cH:7][cH:8][c:9]([C:17]#[N:18])[c:10]([C:13]([F:14])([F:15])[F:16])[c:11]2[cH:12]1. Conditions: time 20 minute. Procedure details: A solution of 3.83 g (12 mmol) of (E)-5-(2,5-dimethoxy-3,4,6-trimethylphenyl)-3-methyl-2-pentenyl acetate in acetonitrile (50 ml) was treated dropwise at 0° C. with a solution of ceric ammonium nitrate (16.4 g; 30 mmol) in water (50 ml). After completion of the addition the mixture was stirred for a further 20 minutes and diluted with water and chloroform. The organic phase was separated, washed with water, dried and concentrated to a yellow oil, yielding (E)-3-methyl-5-(2,4,5-trimethyl-3,6-diox... RXN SMILES: [C:1]([O:4][CH2:5]/[CH:6]=[C:7](\[CH3:23])/[CH2:8][CH2:9][C:10]1[C:15]([CH3:16])=[C:14]([O:17]C)[C:13]([CH3:19])=[C:12]([CH3:20])[C:11]=1[O:21]C)(=[O:3])[CH3:2]>C(#N)C.O.C(Cl)(Cl)Cl>[C:1]([O:4][CH2:5]/[CH:6]=[C:7](\[CH3:23])/[CH2:8][CH2:9][C:10]1[C:11](=[O:21])[C:12]([CH3:20])=[C:13]([CH3:19])[C:14](=[O:17])[C:15]=1[CH3:16])(=[O:3])[CH3:2]. Yield: 93.9%. Reactants: C(C)(=O)OC\C=C(\CCC1=C(C(=C(C(=C1C)OC)C)C)OC)/C ((E)-5-(2,5-dimethoxy-3,4,6-trimethylphenyl)-3-methyl-2-pentenyl acetate), ceric ammonium nitrate. Run in O (water), C(Cl)(Cl)Cl (chloroform), C(C)#N (acetonitrile), O (water). Yields the product C(C)(=O)OC\C=C(\CCC1=C(C(C(=C(C1=O)C)C)=O)C)/C ((E)-3-methyl-5-(2,4,5-trimethyl-3,6-dioxo-1,4-cyclohexadien-1-yl)-2-pentenyl acetate). The reactants are CC(NC(=O)Cc1cc(F)cc(F)c1)C(=O)O, CC1CC(N)C(=O)N(C)c2ccccc21. The product is CC(NC(=O)Cc1cc(F)cc(F)c1)C(=O)NC1CC(C)c2ccccc2N(C)C1=O. As a reaction SMILES: [F:1][c:2]1[cH:3][c:4]([CH2:9][C:10](=[O:11])[NH:12][CH:13]([CH3:14])[C:15](=[O:16])[OH:17])[cH:5][c:6]([F:8])[cH:7]1.[NH2:18][CH:19]1[C:20](=[O:32])[N:21]([CH3:31])[c:22]2[c:23]([cH:27][cH:28][cH:29][cH:30]2)[CH:24]([CH3:26])[CH2:25]1>>[F:1][c:2]1[cH:3][c:4]([CH2:9][C:10](=[O:11])[NH:12][CH:13]([CH3:14])[C:15](=[O:17])[NH:18][CH:19]2[C:20](=[O:32])[N:21]([CH3:31])[c:22]3[c:23]([cH:27][cH:28][cH:29][cH:30]3)[CH:24]([CH3:26])[CH2:25]2)[cH:5][c:6]([F:8])[cH:7]1. Reactants: CC=1C=C(C=CC1)C=1C=NN(C1C1=CC=CC=C1)CC(=O)N (4-(3-methylphenyl)-5-phenyl-1H-pyrazole-1-acetamide), CC=1C=C(C=CC1)CC(=O)C1=CC=CC=C1 (2-(3-methylphenyl)-1-phenylethanone), C(C)N(CCCCCCCN)CC (N,N-diethyl-1,7-heptanediamine), CC=1C=C(C=CC1)C=1C=NN(C1C1=CC=CC=C1)CC(=O)OCC (ethyl 4-(3-methylphenyl)-5-phenyl-1H-pyrazole-1-acetate). Yields the product C(C)N(CCCCCCCNC(CN1N=CC(=C1C1=CC=CC=C1)C1=CC(=CC=C1)C)=O)CC (N-[7-(Diethylamino)heptyl]-4-(3-methylphenyl)-5-phenyl-1H-pyrazole-1-acetamide). Reaction SMILES: [CH3:1][C:2]1[CH:3]=[C:4]([C:8]2[CH:9]=[N:10][N:11]([CH2:19][C:20]([NH2:22])=[O:21])[C:12]=2[C:13]2[CH:18]=[CH:17][CH:16]=[CH:15][CH:14]=2)[CH:5]=[CH:6][CH:7]=1.[CH2:23]([N:25]([CH2:34][CH3:35])[CH2:26][CH2:27][CH2:28][CH2:29][CH2:30][CH2:31][CH2:32]N)[CH3:24].CC1C=C(C2C=NN(CC(OCC)=O)C=2C2C=CC=CC=2)C=CC=1.CC1C=C(CC(C2C=CC=CC=2)=O)C=CC=1>>[CH2:34]([N:25]([CH2:23][CH3:24])[CH2:26][CH2:27][CH2:28][CH2:29][CH2:30][CH2:31][CH2:32][NH:22][C:20](=[O:21])[CH2:19][N:11]1[C:12]([C:13]2[CH:18]=[CH:17][CH:16]=[CH:15][CH:14]=2)=[C:8]([C:4]2[CH:5]=[CH:6][CH:7]=[C:2]([CH3:1])[CH:3]=2)[CH:9]=[N:10]1)[CH3:35]. Procedure details: By a process substantially similar to that of Example 30 it is contemplated that N-7-(diethylamino)heptyl]-4-(3-methylphenyl)-5-phenyl-1H-pyrazole-1-acetamide may be synthesized from N,N-diethyl-1,7-heptanediamine and ethyl 4-(3-methylphenyl)-5-phenyl-1H-pyrazole-1-acetate, which is synthesized by a process substantially similar to that of Example 1B from 2-(3-methylphenyl)-1-phenylethanone.